Dataset: the Open Reaction Database (ORD), a public repository of structured organic reaction records. Task: describe an organic reaction: reactants, conditions, products, and yield The reactants are [H][H] (hydrogen), steel, NC=1C=NC=CC1C1=CC(CC(C1)(C)C)N1C(C2=CC=CC=C2C1=O)=O (2-(3-(3-aminopyridin-4-yl)-5,5-dimethylcyclohex-2-enyl)isoindoline-1,3-dione). The reagents and catalysts are [Pd] (Pd/C). Run in C(C)(=O)O (acetic acid). Run at temperature 45 celsius. The product is NC=1C=NC=CC1C1CC(CC(C1)N1C(C2=CC=CC=C2C1=O)=O)(C)C (2-(5-(3-aminopyridin-4-yl)-3,3-dimethylcyclohexyl)isoindoline-1,3-dione). Isolated yield 53.0%. Reaction SMILES: [NH2:1][C:2]1[CH:3]=[N:4][CH:5]=[CH:6][C:7]=1[C:8]1[CH2:13][C:12]([CH3:15])([CH3:14])[CH2:11][CH:10]([N:16]2[C:24](=[O:25])[C:23]3[C:18](=[CH:19][CH:20]=[CH:21][CH:22]=3)[C:17]2=[O:26])[CH:9]=1.[H][H]>C(O)(=O)C.[Pd]>[NH2:1][C:2]1[CH:3]=[N:4][CH:5]=[CH:6][C:7]=1[CH:8]1[CH2:9][CH:10]([N:16]2[C:17](=[O:26])[C:18]3[C:23](=[CH:22][CH:21]=[CH:20][CH:19]=3)[C:24]2=[O:25])[CH2:11][C:12]([CH3:15])([CH3:14])[CH2:13]1. Procedure: A solution of 2-(3-(3-aminopyridin-4-yl)-5,5-dimethylcyclohex-2-enyl)isoindoline-1,3-dione (1.0 eq) in acetic acid (0.1M) was purged with nitrogen for 10 min. Then 10% Pd/C (0.1 eq) was added. The reaction mixture was stirred at 45° C., 300 psi hydrogen atmosphere in a steel bomb overnight and at 65° C., 300 psi for 5 hours. Solids were removed by filtration over celite, then rinsed with EtOAc and MeOH. The filtrate was concentrated, diluted with EtOAc and washed 2× with sat. aq. 2M Na2CO3. The ... Starting materials: COc1cc(CN(C)C(=O)OC(C)(C)C)ccc1[N+](=O)[O-], CCO. The product is COc1cc(CN(C)C(=O)OC(C)(C)C)ccc1N. Reaction SMILES: [C:1]([CH3:2])([CH3:3])([CH3:4])[O:5][C:6]([N:7]([CH3:8])[CH2:9][c:10]1[cH:11][c:12]([O:19][CH3:20])[c:13]([N+:16]([O-:17])=[O:18])[cH:14][cH:15]1)=[O:21].[CH3:22][CH2:23][OH:24]>>[C:1]([CH3:2])([CH3:3])([CH3:4])[O:5][C:6]([N:7]([CH3:8])[CH2:9][c:10]1[cH:11][c:12]([O:19][CH3:20])[c:13]([NH2:16])[cH:14][cH:15]1)=[O:21]. The reactants are Cl (HCl), IC1(CC1)C[C@@H](O[Si](C(C)(C)C)(C)C)CO[Si](C(C)(C)C)(C)C ((R)-5-((1-iodocyclopropyl)methyl)-2,2,3,3,8,8,9,9-octamethyl-4,7-dioxa-3,8-disiladecane). Solvent: C1CCOC1 (THF). Run at time 24 hour. Yields the product IC1(CC1)C[C@H](CO)O ((R)-3-(1-iodocyclopropyl)propane-1,2-diol). The yield is 100.0%. RXN SMILES: Cl.[I:2][C:3]1([CH2:6][C@H:7]([CH2:16][O:17][Si](C)(C)C(C)(C)C)[O:8][Si](C)(C)C(C)(C)C)[CH2:5][CH2:4]1>C1COCC1>[I:2][C:3]1([CH2:6][C@@H:7]([OH:8])[CH2:16][OH:17])[CH2:5][CH2:4]1. Procedure: Aqueous HCl solution (0.3 mL, 1N) was added to a solution of (R)-5-(1-iodocyclopropyl)methyl)-2,2,3,3,8,8,9,9-octamethyl-4,7-dioxa-3,8-disiladecane (step E, 281 mg, 0.598 mmol) in THF (2 mL) at 0° C. The mixture was slowly warmed at room temperature and stirred for 24 hours. The reaction was quenched by addition of aqueous NaHCO3 solution and extracted with ethyl acetate. The combined organic layers were washed with brine, dried (MgSO4) and concentrated under reduced pressure to provide (R)-3-(1... Starting materials: ClCc1ccccc1I, O=C1c2ccccc2C(=O)N1O. The product is O=C1NC(=O)c2ccccc21. As a reaction SMILES: [I:1][c:2]1[cH:3][cH:4][cH:5][cH:6][c:7]1[CH2:8][Cl:9].[OH:10][N:11]1[C:12](=[O:21])[c:13]2[c:14]([cH:17][cH:18][cH:19][cH:20]2)[C:15]1=[O:16]>>[NH:11]1[C:12](=[O:21])[c:13]2[c:14]([cH:17][cH:18][cH:19][cH:20]2)[C:15]1=[O:16]. As a reaction SMILES: [CH2:51]([Cl:52])[CH2:53][Cl:54].[CH3:70][CH2:71][O:72][C:73]([CH3:74])=[O:75].[NH:33]1[CH2:34][CH2:35][CH:36]([N:39]2[C:40](=[O:50])[NH:41][c:42]3[c:43]([cH:46][cH:47][cH:48][cH:49]3)[CH2:44][CH2:45]2)[CH2:37][CH2:38]1.[O:1]1[CH2:2][CH2:3][N:4]([CH2:7][CH2:8][NH:9][c:10]2[c:11]([CH:17]3[S:18][CH:19]([CH2:29][C:30](=[O:31])[OH:32])[C:20](=[O:28])[N:21]3[CH2:22][CH2:23][C:24]([CH3:25])([CH3:26])[CH3:27])[cH:12][cH:13][cH:14][c:15]2[F:16])[CH2:5][CH2:6]1.[O:65]=[CH:66][N:67]([CH3:68])[CH3:69].[OH:55][n:56]1[c:57]2[c:58]([cH:59][cH:60][cH:61][cH:62]2)[n:63][n:64]1>>[O:1]1[CH2:2][CH2:3][N:4]([CH2:7][CH2:8][NH:9][c:10]2[c:11]([CH:17]3[S:18][CH:19]([CH2:29][C:30](=[O:32])[N:33]4[CH2:34][CH2:35][CH:36]([N:39]5[C:40](=[O:50])[NH:41][c:42]6[c:43]([cH:46][cH:47][cH:48][cH:49]6)[CH2:44][CH2:45]5)[CH2:37][CH2:38]4)[C:20](=[O:28])[N:21]3[CH2:22][CH2:23][C:24]([CH3:25])([CH3:26])[CH3:27])[cH:12][cH:13][cH:14][c:15]2[F:16])[CH2:5][CH2:6]1. Starting materials: ClCCCl, CCOC(C)=O, O=C1Nc2ccccc2CCN1C1CCNCC1, CC(C)(C)CCN1C(=O)C(CC(=O)O)SC1c1cccc(F)c1NCCN1CCOCC1, CN(C)C=O, On1nnc2ccccc21. The product is CC(C)(C)CCN1C(=O)C(CC(=O)N2CCC(N3CCc4ccccc4NC3=O)CC2)SC1c1cccc(F)c1NCCN1CCOCC1. Reactants: CC(=O)O, Cc1nc(NNC(=O)C(CC2CCCC2)CN(C=O)OC2CCCCO2)c(F)c(N(C)Cc2ccncc2)n1, O. Yields the product Cc1nc(NNC(=O)C(CC2CCCC2)CN(O)C=O)c(F)c(N(C)Cc2ccncc2)n1. As a reaction SMILES: [CH3:40][C:41](=[O:42])[OH:43].[CH:1]1([CH2:6][CH:7]([CH2:8][N:9]([CH:10]=[O:11])[O:12][CH:13]2[CH2:14][CH2:15][CH2:16][CH2:17][O:18]2)[C:19](=[O:20])[NH:21][NH:22][c:23]2[n:24][c:25]([CH3:39])[n:26][c:27]([N:30]([CH2:31][c:32]3[cH:33][cH:34][n:35][cH:36][cH:37]3)[CH3:38])[c:28]2[F:29])[CH2:2][CH2:3][CH2:4][CH2:5]1.[OH2:44]>>[CH:1]1([CH2:6][CH:7]([CH2:8][N:9]([CH:10]=[O:11])[OH:12])[C:19](=[O:20])[NH:21][NH:22][c:23]2[n:24][c:25]([CH3:39])[n:26][c:27]([N:30]([CH2:31][c:32]3[cH:33][cH:34][n:35][cH:36][cH:37]3)[CH3:38])[c:28]2[F:29])[CH2:2][CH2:3][CH2:4][CH2:5]1. Starting materials: [BH3-]C#N, CCCN(CCC)Cc1ccc(NCc2ccc(CNCc3ncc[nH]3)cc2)cc1, Cn1ccnc1C=O, CO, CC(=O)O, [Na+], [Na+], [OH-]. Product: CCCN(CCC)Cc1ccc(NCc2ccc(CN(Cc3ncc[nH]3)Cc3nccn3C)cc2)cc1. Reaction SMILES: [C:39]([BH3-:40])#[N:41].[CH2:1]([CH2:2][CH3:3])[N:4]([CH2:5][CH2:6][CH3:7])[CH2:8][c:9]1[cH:10][cH:11][c:12]([NH:15][CH2:16][c:17]2[cH:18][cH:19][c:20]([CH2:23][NH:24][CH2:25][c:26]3[nH:27][cH:28][cH:29][n:30]3)[cH:21][cH:22]2)[cH:13][cH:14]1.[CH3:31][n:32]1[c:33]([CH:37]=[O:38])[n:34][cH:35][cH:36]1.[CH3:45][OH:46].[CH3:47][C:48](=[O:49])[OH:50].[Na+:42].[Na+:44].[OH-:43]>>[CH2:1]([CH2:2][CH3:3])[N:4]([CH2:5][CH2:6][CH3:7])[CH2:8][c:9]1[cH:10][cH:11][c:12]([NH:15][CH2:16][c:17]2[cH:18][cH:19][c:20]([CH2:23][N:24]([CH2:25][c:26]3[n:27][cH:28][cH:29][nH:30]3)[CH2:37][c:33]3[n:32]([CH3:31])[cH:36][cH:35][n:34]3)[cH:21][cH:22]2)[cH:13][cH:14]1. Reactants: ClC1=NC(=NC(=C1C(=O)O)Cl)SC (4,6-dichloro-2-methylsulfanylpyrimidine-5-carboxylic acid), C(C(=O)Cl)(=O)Cl (oxalyl chloride). The reagents and catalysts are CN(C)C=O (DMF). The solvent is C(Cl)Cl (CH2Cl2). Conditions: time 3 hour. Yields the product ClC1=NC(=NC(=C1C(=O)Cl)Cl)SC (4,6-dichloro-2-methylsulfanylpyrimidine-5-carbonyl chloride). As a reaction SMILES: [Cl:1][C:2]1[C:7]([C:8](O)=[O:9])=[C:6]([Cl:11])[N:5]=[C:4]([S:12][CH3:13])[N:3]=1.C(Cl)(=O)C([Cl:17])=O>C(Cl)Cl.CN(C=O)C>[Cl:1][C:2]1[C:7]([C:8]([Cl:17])=[O:9])=[C:6]([Cl:11])[N:5]=[C:4]([S:12][CH3:13])[N:3]=1. Reported procedure: To a suspension of 4,6-dichloro-2-methylsulfanylpyrimidine-5-carboxylic acid (2.1 mmol) in CH2Cl2 (20 mL) are added oxalyl chloride (4.2 mmol) and one drop of DMF at 0° C. After stirred at room temperature for 3 h under N2 atmosphere, the reaction mixture is concentrated and dried in vacuo, to give 4,6-dichloro-2-methylsulfanylpyrimidine-5-carbonyl chloride as a yellow crystal. The reactants are CC(C)(C)OC(=O)NC1CN(Cc2ccccc2)c2ccccc2NC1=O, Cl, C1COCCO1. As a reaction SMILES: [CH2:1]([c:2]1[cH:3][cH:4][cH:5][cH:6][cH:7]1)[N:8]1[CH2:9][CH:10]([NH:20][C:21](=[O:22])[O:23][C:24]([CH3:25])([CH3:26])[CH3:27])[C:11](=[O:19])[NH:12][c:13]2[c:14]1[cH:15][cH:16][cH:17][cH:18]2.[ClH:28].[O:29]1[CH2:30][CH2:31][O:32][CH2:33][CH2:34]1>>[CH2:1]([c:2]1[cH:3][cH:4][cH:5][cH:6][cH:7]1)[N:8]1[CH2:9][CH:10]([NH2:20])[C:11](=[O:19])[NH:12][c:13]2[c:14]1[cH:15][cH:16][cH:17][cH:18]2.[ClH:28]. Product: NC1CN(Cc2ccccc2)c2ccccc2NC1=O, Cl. Reactants: BrC1=C2CCNC(C2=CC=C1)C (5-Bromo-1-methyl-1,2,3,4-tetrahydro-isoquinoline), B(O)O (boronic acid). Yields the product CC1NCCC2=C(C=CC=C12)C=1C=NC=CC1 (1-Methyl-5-pyridin-3-yl-1,2,3,4-tetrahydro-isoquinoline). RXN SMILES: Br[C:2]1[CH:11]=[CH:10][CH:9]=[C:8]2[C:3]=1[CH2:4][CH2:5][NH:6][CH:7]2[CH3:12].B(O)O>>[CH3:12][CH:7]1[C:8]2[C:3](=[C:2]([C:4]3[CH:5]=[N:6][CH:7]=[CH:8][CH:3]=3)[CH:11]=[CH:10][CH:9]=2)[CH2:4][CH2:5][NH:6]1. Procedure: In close analogy to the procedure described above, 5-Bromo-1-methyl-1,2,3,4-tetrahydro-isoquinoline is reacted with the corresponding boronic acid to provide the title compound.